From a dataset of the Open Reaction Database (ORD), a public repository of structured organic reaction records. describe an organic reaction: reactants, conditions, products, and yield Reactants: CCOC(=O)c1c(SC)n(C2CC2)c2c(OC)c(Br)ccc2c1=O, ClCCl, O=C(OO)c1cccc(Cl)c1. The product is CCOC(=O)c1c(S(C)=O)n(C2CC2)c2c(OC)c(Br)ccc2c1=O. Reaction SMILES: [Br:12][c:13]1[cH:14][cH:15][c:16]2[c:17](=[O:35])[c:18]([C:30](=[O:31])[O:32][CH2:33][CH3:34])[c:19]([S:28][CH3:29])[n:20]([CH:25]3[CH2:26][CH2:27]3)[c:21]2[c:22]1[O:23][CH3:24].[CH2:36]([Cl:37])[Cl:38].[Cl:1][c:2]1[cH:3][c:4]([C:9](=[O:6])[O:10][OH:11])[cH:5][cH:7][cH:8]1>>[O:6]=[S:28]([c:19]1[c:18]([C:30](=[O:31])[O:32][CH2:33][CH3:34])[c:17](=[O:35])[c:16]2[cH:15][cH:14][c:13]([Br:12])[c:22]([O:23][CH3:24])[c:21]2[n:20]1[CH:25]1[CH2:26][CH2:27]1)[CH3:29]. Reactants: CCCOCCOc1ccc(-c2ccc3c(c2)C=C(C(=O)OC)CCS3(=O)=O)cc1, COCCOC, Cl. Product: CCCOCCOc1ccc(-c2ccc3c(c2)C=C(C(=O)O)CCS3(=O)=O)cc1. As a reaction SMILES: [CH2:1]([CH2:2][CH3:3])[O:4][CH2:5][CH2:6][O:7][c:8]1[cH:9][cH:10][c:11](-[c:14]2[cH:15][cH:16][c:17]3[c:18]([cH:30]2)[CH:19]=[C:20]([C:26](=[O:27])[O:28][CH3:29])[CH2:21][CH2:22][S:23]3(=[O:24])=[O:25])[cH:12][cH:13]1.[CH3:32][O:33][CH2:34][CH2:35][O:36][CH3:37].[ClH:31]>>[CH2:1]([CH2:2][CH3:3])[O:4][CH2:5][CH2:6][O:7][c:8]1[cH:9][cH:10][c:11](-[c:14]2[cH:15][cH:16][c:17]3[c:18]([cH:30]2)[CH:19]=[C:20]([C:26](=[O:27])[OH:28])[CH2:21][CH2:22][S:23]3(=[O:24])=[O:25])[cH:12][cH:13]1. Starting materials: O1C=C(C=C1)C=1C=CC(=NC1)C(C)=O (1-(5-(furan-3-yl)pyridin-2-yl)ethanone), [BH4-].[Na+] (sodium borohydride). Solvent: CO (MeOH). Reaction conditions: time 2 hour. The product is O1C=C(C=C1)C=1C=CC(=NC1)C(C)O (1-(5-(furan-3-yl)pyridin-2-yl)ethanol). Isolated yield 73.7%. As a reaction SMILES: [O:1]1[CH:5]=[CH:4][C:3]([C:6]2[CH:7]=[CH:8][C:9]([C:12](=[O:14])[CH3:13])=[N:10][CH:11]=2)=[CH:2]1.[BH4-].[Na+]>CO>[O:1]1[CH:5]=[CH:4][C:3]([C:6]2[CH:7]=[CH:8][C:9]([CH:12]([OH:14])[CH3:13])=[N:10][CH:11]=2)=[CH:2]1 |f:1.2|. Reported procedure: To a solution of 1-(5-(furan-3-yl)pyridin-2-yl)ethanone (0.2 g, 1.0752 mmol) in MeOH (10 ml) was added sodium borohydride (0.0795 g, 2.150 mmol) at 0° C., the reaction mixture warmed to room temperature and was stirred for 2 h. The reaction mixture was evaporated under reduced pressure to remove the methanol, diluted with water (15 mL), extracted with ethyl acetate (200 mL), dried over sodium sulphate and concentrated under reduced pressure to obtain crude product. The crude product was purified...